This data is from the Open Reaction Database (ORD), a public repository of structured organic reaction records. The task is: describe an organic reaction: reactants, conditions, products, and yield Starting materials: COC1=CC=C(C(=O)N)C=C1 (4-methoxybenzamide), BrC(C(CC(=O)OC)=O)C (methyl 4-bromo-3-oxo-pentanoate). The solvent is ClCCl (dichloromethane). Run at temperature 120 celsius. Yields the product COC(CC=1N=C(OC1C)C1=CC=C(C=C1)OC)=O ([2-(4-methoxy-phenyl)-5-methyl-oxazol-4-yl]-acetic acid methyl ester). The yield is 15.1%. Reaction SMILES: [CH3:1][O:2][C:3]1[CH:11]=[CH:10][C:6]([C:7]([NH2:9])=[O:8])=[CH:5][CH:4]=1.Br[CH:13]([CH3:21])[C:14](=O)[CH2:15][C:16]([O:18][CH3:19])=[O:17]>ClCCl>[CH3:19][O:18][C:16](=[O:17])[CH2:15][C:14]1[N:9]=[C:7]([C:6]2[CH:10]=[CH:11][C:3]([O:2][CH3:1])=[CH:4][CH:5]=2)[O:8][C:13]=1[CH3:21]. Procedure details: A mixture of 725 mg (4.80 mmol) of 4-methoxybenzamide and 1.0 g (4.80 mmol) of methyl 4-bromo-3-oxo-pentanoate was heated neat at 120° C. for 2 h. The resulting dark slurry was cooled to RT, diluted with 2 mL of dichloromethane and purified by silica gel flash column chromatography using hexane/EtOAc 3/1 as eluent to afford 189 mg of the title compound as a yellow solid: low resolution MS (FAB)m/e 285 (MH+), 284 (M+). Reactants: COC=1C=C(C=CC1)S(=O)(=O)NC(C)C1=C(C=CC(=C1)F)C1=C(C=C(C=C1)F)F (3-methoxy-N-[1-(2′,4,4′-trifluoro-1,1′-biphenyl-2-yl)ethyl]benzenesulfonamide), C([O-])([O-])=O.[K+].[K+] (potassium carbonate). Run in CN(C=O)C (N,N-dimethylformamide). Run at temperature 100 celsius, time 8 hour. Product: FC=1C=CC=2C3=CC=C(C=C3C(N(C2C1)S(=O)(=O)C1=CC(=CC=C1)OC)C)F (3,8-Difluoro-5-[(3-methoxyphenyl)sulfonyl]-6-methyl-5,6-dihydrophenanthridin). The yield is 95.2%. As a reaction SMILES: [CH3:1][O:2][C:3]1[CH:4]=[C:5]([S:9]([NH:12][CH:13]([C:15]2[CH:20]=[C:19]([F:21])[CH:18]=[CH:17][C:16]=2[C:22]2[CH:27]=[CH:26][C:25]([F:28])=[CH:24][C:23]=2F)[CH3:14])(=[O:11])=[O:10])[CH:6]=[CH:7][CH:8]=1.C(=O)([O-])[O-].[K+].[K+]>CN(C)C=O>[F:28][C:25]1[CH:26]=[CH:27][C:22]2[C:16]3[C:15]([CH:13]([CH3:14])[N:12]([S:9]([C:5]4[CH:6]=[CH:7][CH:8]=[C:3]([O:2][CH3:1])[CH:4]=4)(=[O:11])=[O:10])[C:23]=2[CH:24]=1)=[CH:20][C:19]([F:21])=[CH:18][CH:17]=3 |f:1.2.3|. Procedure details: A stirred suspension of 3-methoxy-N-[1-(2′,4,4′-trifluoro-1,1′-biphenyl-2-yl)ethyl]benzenesulfonamide (0.88 g, 2.1 mmol) and potassium carbonate (0.58 g, 4.2 mmol) in N,N-dimethylformamide (5 mL) was heated for twelve hours at 100° C. The reaction mixture was cooled and poured into distilled water. After stirring overnight at room temperature, a precipitate was filtered and dried under high vacuum. The title compound (0.81 g, 2.0 mmol, 96%) was obtained as a colorless, fine, crystalline powder, ... Reactants: COC(C1=CC(=CC=C1)SC1=C(N(C2=CC(=CC=C12)Br)CC1=CC=CC=C1)C)=O (3-(1-Benzyl-6-bromo-2-methyl-1H-indol-3-ylsulfanyl)-benzoic acid methyl ester), [Li+].[OH-] (LiOH). Run in C1CCOC1.CO (THF MeOH). Conditions: time 8 hour. Yields the product C(C1=CC=CC=C1)N1C(=C(C2=CC=C(C=C12)Br)SC=1C=C(C(=O)O)C=CC1)C (3-(1-Benzyl-6-bromo-2-methyl-1H-indol-3-ylsulfanyl)-benzoic acid). Reaction SMILES: C[O:2][C:3](=[O:29])[C:4]1[CH:9]=[CH:8][CH:7]=[C:6]([S:10][C:11]2[C:19]3[C:14](=[CH:15][C:16]([Br:20])=[CH:17][CH:18]=3)[N:13]([CH2:21][C:22]3[CH:27]=[CH:26][CH:25]=[CH:24][CH:23]=3)[C:12]=2[CH3:28])[CH:5]=1.[Li+].[OH-]>C1COCC1.CO>[CH2:21]([N:13]1[C:14]2[C:19](=[CH:18][CH:17]=[C:16]([Br:20])[CH:15]=2)[C:11]([S:10][C:6]2[CH:5]=[C:4]([CH:9]=[CH:8][CH:7]=2)[C:3]([OH:29])=[O:2])=[C:12]1[CH3:28])[C:22]1[CH:23]=[CH:24][CH:25]=[CH:26][CH:27]=1 |f:1.2,3.4|. Reported procedure: 3-(1-Benzyl-6-bromo-2-methyl-1H-indol-3-ylsulfanyl)-benzoic acid methyl ester (0.040 g, 0.086 mmol) was dissolved in THF:MeOH (1:1) then LiOH (1M aq.) was added and the reaction stirred at room temperature overnight. Acid-base extraction afforded the title compound. Starting materials: BrC1=NC=CC(=C1)C=1C(=NOC1C)C1=CC=CC=C1 (2-Bromo-4-(5-methyl-3-phenyl-isoxazol-4-yl)-pyridine), NC1=CC=CC=C1 (aniline), C=1C=CC(=CC1)P(C=2C=CC=CC2)C3=CC=C4C=CC=CC4=C3C5=C6C=CC=CC6=CC=C5P(C=7C=CC=CC7)C=8C=CC=CC8 (BINAP), CC(C)(C)[O-].[Na+] (NaOtBu). The reagents and catalysts are C=1C=CC(=CC1)/C=C/C(=O)/C=C/C2=CC=CC=C2.C=1C=CC(=CC1)/C=C/C(=O)/C=C/C2=CC=CC=C2.C=1C=CC(=CC1)/C=C/C(=O)/C=C/C2=CC=CC=C2.[Pd].[Pd] (Pd2(dba)3). Run in CCOC(=O)C.C(Cl)Cl (EtOAc CH2Cl2), C1(=CC=CC=C1)C (toluene). Conditions: temperature 80 celsius. The product is CC1=C(C(=NO1)C1=CC=CC=C1)C1=CC(=NC=C1)NC1=CC=CC=C1 ([4-(5-Methyl-3-phenyl-isoxazol-4-yl)-pyridin-2-yl]phenyl-amine). Isolated yield 61.1%. RXN SMILES: Br[C:2]1[CH:7]=[C:6]([C:8]2[C:9]([C:14]3[CH:19]=[CH:18][CH:17]=[CH:16][CH:15]=3)=[N:10][O:11][C:12]=2[CH3:13])[CH:5]=[CH:4][N:3]=1.[NH2:20][C:21]1[CH:26]=[CH:25][CH:24]=[CH:23][CH:22]=1.C1C=CC(P(C2C(C3C(P(C4C=CC=CC=4)C4C=CC=CC=4)=CC=C4C=3C=CC=C4)=C3C(C=CC=C3)=CC=2)C2C=CC=CC=2)=CC=1.CC([O-])(C)C.[Na+]>C1(C)C=CC=CC=1.C1C=CC(/C=C/C(/C=C/C2C=CC=CC=2)=O)=CC=1.C1C=CC(/C=C/C(/C=C/C2C=CC=CC=2)=O)=CC=1.C1C=CC(/C=C/C(/C=C/C2C=CC=CC=2)=O)=CC=1.[Pd].[Pd].CCOC(C)=O.C(Cl)Cl>[CH3:13][C:12]1[O:11][N:10]=[C:9]([C:14]2[CH:19]=[CH:18][CH:17]=[CH:16][CH:15]=2)[C:8]=1[C:6]1[CH:5]=[CH:4][N:3]=[C:2]([NH:20][C:21]2[CH:26]=[CH:25][CH:24]=[CH:23][CH:22]=2)[CH:7]=1 |f:3.4,6.7.8.9.10,11.12|. Reported procedure: To a stirred solution of the above Compound 17a (20 mg, 0.063 mmol), aniline (7.0 μL, 0.076 mmol) and BINAP (5.6 mg, 0.009 mmol) in toluene (0.6 mL) at 25° C. was added Pd2(dba)3 (2.7 mg, 0.003 mmol) followed by NaOtBu (9.1 mg, 0.095 mmol). The solution was heated to 80° C. for 2 h. The solution was cooled, filtered and concentrated. Preparative thin layer chromatography (SiO2, 5% EtOAc/CH2Cl2) provided the title compound (12.6 mg, 0.0385 mmol, 61%). Starting materials: FC=1C(NC(N([C@H]2C[C@H](O)[C@@H](CO)O2)C1)=O)=O (2'-deoxy-5-fluorouridine), C(C1=CC=CC=C1)OC(=O)N[C@@H](C(C)C)C(=O)O (N-benzyloxycarbonylvaline), C(Cl)(Cl)Cl.CO (CHCl3 CH3OH). Solvent: N1=CC=CC=C1 (pyridine), N1=CC=CC=C1 (pyridine). Reaction conditions: temperature -10 celsius, time 2 day. Product: C(C1=CC=CC=C1)OC(=O)N[C@@H](C(C)C)C(=O)OC[C@@H]1[C@H](C[C@@H](O1)N1C(=O)NC(=O)C(=C1)F)O (5'-O-(N-benzyloxycarbonylvalyl)-2'-deoxy-5-fluorouridine). The yield is 43.6%. As a reaction SMILES: [F:1][C:2]1[C:3](=[O:17])[NH:4][C:5](=[O:16])[N:6]([CH:15]=1)[C@@H:7]1[O:14][C@H:11]([CH2:12][OH:13])[C@@H:9]([OH:10])[CH2:8]1.[CH2:18]([O:25][C:26]([NH:28][C@H:29]([C:33](O)=[O:34])[CH:30]([CH3:32])[CH3:31])=[O:27])[C:19]1[CH:24]=[CH:23][CH:22]=[CH:21][CH:20]=1.C(Cl)(Cl)Cl.CO>N1C=CC=CC=1>[CH2:18]([O:25][C:26]([NH:28][C@H:29]([C:33]([O:13][CH2:12][C@H:11]1[O:14][C@@H:7]([N:6]2[CH:15]=[C:2]([F:1])[C:3](=[O:17])[NH:4][C:5]2=[O:16])[CH2:8][C@@H:9]1[OH:10])=[O:34])[CH:30]([CH3:32])[CH3:31])=[O:27])[C:19]1[CH:24]=[CH:23][CH:22]=[CH:21][CH:20]=1 |f:2.3|. Procedure: In pyridine (20 ml) was dissolved 2.00 g (8.12 m-mol) of 2'-deoxy-5-fluorouridine, and the solution was cooled to -10° C. To this solution was added a solution of 2.05 g (8.16 m-mol) of N-benzyloxycarbonylvaline and 2.45 g (8.11 m-mol) of TPS in pyridine (20 ml), and the mixture was allowed to stand for 2 days under cooling (about 5° C.). The solvent was distilled off under reduced pressure from the reaction mixture and the residue was subjected twice to silica gel column chromatography [column ... Starting materials: CC(C)(C)OC(=O)n1c(Br)ccc1C(=O)OCc1ccccc1, O=C([O-])[O-], C1COCCO1, COCC(C)Oc1cc(O)cc(B2OC(C)(C)C(C)(C)O2)c1, [K+], [K+], O. Product: COCC(C)Oc1cc(O)cc(-c2ccc(C(=O)OCc3ccccc3)n2C(=O)OC(C)(C)C)c1. As a reaction SMILES: [Br:1][c:2]1[cH:3][cH:4][c:5]([C:14](=[O:15])[O:16][CH2:17][c:18]2[cH:19][cH:20][cH:21][cH:22][cH:23]2)[n:6]1[C:7](=[O:8])[O:9][C:10]([CH3:11])([CH3:12])[CH3:13].[C:46](=[O:47])([O-:48])[O-:49].[CH2:52]1[O:53][CH2:54][CH2:55][O:56][CH2:57]1.[CH3:24][O:25][CH2:26][CH:27]([O:28][c:29]1[cH:30][c:31]([OH:44])[cH:32][c:33]([B:35]2[O:36][C:37]([CH3:38])([CH3:39])[C:40]([CH3:41])([CH3:42])[O:43]2)[cH:34]1)[CH3:45].[K+:50].[K+:51].[OH2:58]>>[c:2]1(-[c:33]2[cH:32][c:31]([OH:44])[cH:30][c:29]([O:28][CH:27]([CH2:26][O:25][CH3:24])[CH3:45])[cH:34]2)[cH:3][cH:4][c:5]([C:14](=[O:15])[O:16][CH2:17][c:18]2[cH:19][cH:20][cH:21][cH:22][cH:23]2)[n:6]1[C:7](=[O:8])[O:9][C:10]([CH3:11])([CH3:12])[CH3:13]. Starting materials: ClCCl (dichloromethane), OC1=CC=NC=C1C(=O)O (4-hydroxynicotinic acid), S(=O)(Cl)Cl (thionyl chloride). Run in C(C)N(CC)CC (triethylamine). Conditions: time 2 hour. Yields the product OC1=CC=NC=C1C(=O)Cl (4-hydroxynicotinoyl chloride). As a reaction SMILES: [Cl:1]CCl.[OH:4][C:5]1[C:10]([C:11]([OH:13])=O)=[CH:9][N:8]=[CH:7][CH:6]=1.S(Cl)(Cl)=O>C(N(CC)CC)C>[OH:4][C:5]1[C:10]([C:11]([Cl:1])=[O:13])=[CH:9][N:8]=[CH:7][CH:6]=1. Procedure: To 80 ml. of dichloromethane solution containing 9.8 g. of 4-hydroxynicotinic acid and 10 ml. of triethylamine was added dropwise 7 ml. of thionyl chloride with stirring under ice-cooling over a period of 20 minutes and the mixture was stirred for 2 hours at room temperature. The crystals thus formed were recovered by filtration, washed with a small amount of dichloromethane, and then dried to provide 4-hydroxynicotinoyl chloride. The reactants are CC[Si](CC)(CC)OC1C(=O)NC1c1ccco1, CCCCOC(=O)Cl, CN(C)c1ccncc1, CCN(C(C)C)C(C)C, ClCCl. The product is CCCCOC(=O)N1C(=O)C(O[Si](CC)(CC)CC)C1c1ccco1. As a reaction SMILES: [CH2:1]([CH3:2])[Si:3]([O:4][CH:5]1[C:6](=[O:14])[NH:7][CH:8]1[c:9]1[o:10][cH:11][cH:12][cH:13]1)([CH2:15][CH3:16])[CH2:17][CH3:18].[CH2:28]([CH2:29][CH2:30][CH3:31])[O:32][C:33](=[O:34])[Cl:35].[CH3:39][N:40]([c:41]1[cH:42][cH:43][n:44][cH:45][cH:46]1)[CH3:47].[CH:19]([N:20]([CH:21]([CH3:22])[CH3:23])[CH2:24][CH3:25])([CH3:26])[CH3:27].[Cl:36][CH2:37][Cl:38]>>[CH2:1]([CH3:2])[Si:3]([O:4][CH:5]1[C:6](=[O:14])[N:7]([C:33]([O:32][CH2:28][CH2:29][CH2:30][CH3:31])=[O:34])[CH:8]1[c:9]1[o:10][cH:11][cH:12][cH:13]1)([CH2:15][CH3:16])[CH2:17][CH3:18].